From a dataset of the Open Reaction Database (ORD), a public repository of structured organic reaction records. describe an organic reaction: reactants, conditions, products, and yield Reactants: ClC=1C=NC=C(C1CC1=NN(C(C2=CC(=CC=C12)OC)=O)CC(=O)O)Cl ([4(3,5-dichloro-pyridin-4-ylmethyl)-7-methoxy-1-oxo-1H-phthalazin-2-yl]-acetic acid), Cl.NO (hydroxylamine hydrochloride), N#N (N2), C(=O)(N1C=NC=C1)N1C=NC=C1 (1,1′-carbonyldiimidazole). Run in CN(C)C=O (DMF). Conditions: time 4 hour. Product: ClC=1C=NC=C(C1CC1=NN(C(C2=CC(=CC=C12)OC)=O)CC(=O)NO)Cl (2-[4-(3,5-Dichloro-pyridin-4-ylmethyl)-7-methoxy-1-oxo-1H-phthalazin-2-yl]-N-hydroxy-acetamide). The yield is 47.3%. As a reaction SMILES: [Cl:1][C:2]1[CH:3]=[N:4][CH:5]=[C:6]([Cl:26])[C:7]=1[CH2:8][C:9]1[C:18]2[C:13](=[CH:14][C:15]([O:19][CH3:20])=[CH:16][CH:17]=2)[C:12](=[O:21])[N:11]([CH2:22][C:23]([OH:25])=O)[N:10]=1.N#N.C(N1C=CN=C1)(N1C=CN=C1)=O.Cl.[NH2:42][OH:43]>CN(C=O)C>[Cl:1][C:2]1[CH:3]=[N:4][CH:5]=[C:6]([Cl:26])[C:7]=1[CH2:8][C:9]1[C:18]2[C:13](=[CH:14][C:15]([O:19][CH3:20])=[CH:16][CH:17]=2)[C:12](=[O:21])[N:11]([CH2:22][C:23]([NH:42][OH:43])=[O:25])[N:10]=1 |f:3.4|. Reported procedure: A solution of [4(3,5-dichloro-pyridin-4-ylmethyl)-7-methoxy-1-oxo-1H-phthalazin-2-yl]-acetic acid (0.61 g, 1.55 mmoles), prepared as described in example 90, in dry DMF (25 ml), pH under N2, was added with 1,1′-carbonyldiimidazole (0.38 g, 2.32 mmoles). The mixture was stirred at room temperature for 4 hours then cooled, added with hydroxylamine hydrochloride (0.18 g, 2.55 mmoles) and stirred overnight. A precipitate formed and the solution was dried under vacuum, then taken up in 10% NaOH. The ...